This data is from the Open Reaction Database (ORD), a public repository of structured organic reaction records. The task is: describe an organic reaction: reactants, conditions, products, and yield Starting materials: ClCCCCBr, O=C([O-])[O-], CC(C)=O, [K+], [K+], O=C(c1ccccc1)c1ccc(O)cc1. Product: O=C(c1ccccc1)c1ccc(OCCCCCl)cc1. RXN SMILES: [Br:22][CH2:23][CH2:24][CH2:25][CH2:26][Cl:27].[C:16](=[O:17])([O-:18])[O-:19].[CH3:28][C:29](=[O:30])[CH3:31].[K+:20].[K+:21].[OH:1][c:2]1[cH:3][cH:4][c:5]([C:6](=[O:7])[c:8]2[cH:9][cH:10][cH:11][cH:12][cH:13]2)[cH:14][cH:15]1>>[O:1]([c:2]1[cH:3][cH:4][c:5]([C:6](=[O:7])[c:8]2[cH:9][cH:10][cH:11][cH:12][cH:13]2)[cH:14][cH:15]1)[CH2:23][CH2:24][CH2:25][CH2:26][Cl:27]. Starting materials: COC(=O)C1CCC2=C(SC=C2)C1N(C1=CC=CC=C1)C(=O)OC (N-methoxycarbonyl-N-phenyl-7-amino-4,5,6,7-tetrahydrobenzo[b]thiophene-6-carboxylic acid methyl ester), ice water. Run in CO (methanol), C[O-].[Na+] (sodium methoxide). Run at time 8 hour. Yields the product COC(=O)C=1CCC2=C(SC=C2)C1 (4,5-dihydrobenzo[b]thiophene-6-carboxylic acid methyl ester). Isolated yield 82.9%. Reaction SMILES: [CH3:1][O:2][C:3]([CH:5]1[CH:13](N(C(OC)=O)C2C=CC=CC=2)[C:9]2[S:10][CH:11]=[CH:12][C:8]=2[CH2:7][CH2:6]1)=[O:4]>CO.C[O-].[Na+]>[CH3:1][O:2][C:3]([C:5]1[CH2:6][CH2:7][C:8]2[CH:12]=[CH:11][S:10][C:9]=2[CH:13]=1)=[O:4] |f:2.3|. Procedure details: N-methoxycarbonyl-N-phenyl-7-amino-4,5,6,7-tetrahydrobenzo[b]thiophene-6-carboxylic acid methyl ester (100 mg, 0.290 mmol) was dissolved in methanol (3 ml), to which sodium methoxide (28% methanol solution, 1 ml) was added and stirred at room temperature overnight. The reaction mixture was poured into ice water and extracted with diethyl ether. After washing the liquid extract with an aqueous solution of sodium chloride and drying over sodium sulfate, the solvent was distilled off. The residue w... Starting materials: [Br-].N1=C(C=CC=C1)[Zn+] (Pyridin-2-yl zinc(II) bromide), BrC=1C=NC(=NC1)N1CCC(CC1)N1C([C@H](CC1)OC1=C(C=C(C(=C1)F)S(=O)(=O)C)F)=O ((S)-1-(1-(5-bromopyrimidin-2-yl)piperidin-4-yl)-3-(2,5-difluoro-4-(methylsulfonyl)phenoxy)pyrrolidin-2-one). Reagents/catalysts: C=1C=CC(=CC1)[P](C=2C=CC=CC2)(C=3C=CC=CC3)[Pd]([P](C=4C=CC=CC4)(C=5C=CC=CC5)C=6C=CC=CC6)([P](C=7C=CC=CC7)(C=8C=CC=CC8)C=9C=CC=CC9)[P](C=1C=CC=CC1)(C=1C=CC=CC1)C=1C=CC=CC1 (Pd(PPh3)4), [Zn] (zinc), [Pd] (palladium). Solvent: C1CCOC1 (THF). Run at temperature 55 celsius, time 6 hour. The product is FC1=C(O[C@@H]2C(N(CC2)C2CCN(CC2)C2=NC=C(C=N2)C2=NC=CC=C2)=O)C=C(C(=C1)S(=O)(=O)C)F ((S)-3-(2,5-difluoro-4-(methylsulfonyl)phenoxy)-1-(1-(5-(pyridin-2-yl)pyrimidin-2-yl)piperidin-4-yl)pyrrolidin-2-one). Yield: 56.2%. Reaction SMILES: [Br-].[N:2]1[CH:7]=[CH:6][CH:5]=[CH:4][C:3]=1[Zn+].Br[C:10]1[CH:11]=[N:12][C:13]([N:16]2[CH2:21][CH2:20][CH:19]([N:22]3[CH2:26][CH2:25][C@H:24]([O:27][C:28]4[CH:33]=[C:32]([F:34])[C:31]([S:35]([CH3:38])(=[O:37])=[O:36])=[CH:30][C:29]=4[F:39])[C:23]3=[O:40])[CH2:18][CH2:17]2)=[N:14][CH:15]=1>C1COCC1.C1C=CC([P]([Pd]([P](C2C=CC=CC=2)(C2C=CC=CC=2)C2C=CC=CC=2)([P](C2C=CC=CC=2)(C2C=CC=CC=2)C2C=CC=CC=2)[P](C2C=CC=CC=2)(C2C=CC=CC=2)C2C=CC=CC=2)(C2C=CC=CC=2)C2C=CC=CC=2)=CC=1.[Zn].[Pd]>[F:39][C:29]1[CH:30]=[C:31]([S:35]([CH3:38])(=[O:37])=[O:36])[C:32]([F:34])=[CH:33][C:28]=1[O:27][C@H:24]1[CH2:25][CH2:26][N:22]([CH:19]2[CH2:20][CH2:21][N:16]([C:13]3[N:12]=[CH:11][C:10]([C:3]4[CH:4]=[CH:5][CH:6]=[CH:7][N:2]=4)=[CH:15][N:14]=3)[CH2:17][CH2:18]2)[C:23]1=[O:40] |f:0.1,^1:49,51,70,89|. Reported procedure: Pyridin-2-yl zinc(II) bromide (0.5M; 632 μL, 0.316 mmol) was added to a nitrogen purged flask. Pd(PPh3)4 (17.4 mg, 0.0151 mmol) was added followed by (S)-1-(1-(5-bromopyrimidin-2-yl)piperidin-4-yl)-3-(2,5-difluoro-4-(methylsulfonyl)phenoxy)pyrrolidin-2-one (Example 90; 80 mg, 0.151 mmol) dissolved in THF (1 mL). The reaction was stirred at ambient temperature for 1 hour and 55° C. for 6 hours. Additional zinc reagent and palladium were added and the reaction stirred at 55° C. overnight. The reac... Starting materials: CC(C)(C)OC(=O)N1CCC(Nc2ncc(OCC#N)cn2)CC1, ClCCl, O=C(O)C(F)(F)F. The product is N#CCOc1cnc(NC2CCNCC2)nc1. As a reaction SMILES: [C:1]([O:2][C:3](=[O:4])[N:8]1[CH2:9][CH2:10][CH:11]([NH:14][c:15]2[n:16][cH:17][c:18]([O:21][CH2:22][C:23]#[N:24])[cH:19][n:20]2)[CH2:12][CH2:13]1)([CH3:5])([CH3:6])[CH3:7].[Cl:32][CH2:33][Cl:34].[OH:25][C:26]([C:27]([F:28])([F:29])[F:30])=[O:31]>>[NH:8]1[CH2:9][CH2:10][CH:11]([NH:14][c:15]2[n:16][cH:17][c:18]([O:21][CH2:22][C:23]#[N:24])[cH:19][n:20]2)[CH2:12][CH2:13]1.